Dataset: the Open Reaction Database (ORD), a public repository of structured organic reaction records. Task: describe an organic reaction: reactants, conditions, products, and yield The reactants are CCO, CCOCC, Cl, CN(C)C=O, O, [N-]=[N+]=NP(=O)(c1ccccc1)c1ccccc1, c1ccc(P(c2ccccc2)c2ccccc2)cc1, OCCc1ccc2ccccc2c1. Yields the product Cl, NCCc1ccc2ccccc2c1. As a reaction SMILES: [CH3:50][CH2:51][OH:52].[CH3:60][CH2:61][O:62][CH2:63][CH3:64].[ClH:53].[O:54]=[CH:55][N:56]([CH3:57])[CH3:58].[OH2:59].[c:14]1([P:15]([c:18]2[cH:19][cH:20][cH:21][cH:22][cH:23]2)(=[O:24])[N:28]=[N+:16]=[N-:17])[cH:25][cH:26][cH:27][cH:29][cH:30]1.[c:31]1([P:32]([c:33]2[cH:34][cH:35][cH:36][cH:37][cH:38]2)[c:39]2[cH:40][cH:41][cH:42][cH:43][cH:44]2)[cH:45][cH:46][cH:47][cH:48][cH:49]1.[cH:1]1[c:2]([CH2:11][CH2:12][OH:13])[cH:3][cH:4][c:5]2[cH:6][cH:7][cH:8][cH:9][c:10]12>>[ClH:53].[cH:1]1[c:2]([CH2:11][CH2:12][NH2:28])[cH:3][cH:4][c:5]2[cH:6][cH:7][cH:8][cH:9][c:10]12. Reactants: N1N=CC(=C1)C(=O)O (1H-pyrazole-4-carboxylic acid), Cl.CN(CCCN=C=NCC)C (1-{3-(dimethylamino)propyl}-3-ethylcarbodiimide hydrochloride), O.ON1N=NC2=C1C=CC=C2 (1-hydroxybenzotriazole hydrate), N1CCOCC1 (morpholine). The solvent is C(Cl)(Cl)Cl (chloroform). Reaction conditions: time 8 hour. Product: N1N=CC(=C1)C(=O)N1CCOCC1 (4-(1H-pyrazol-4-ylcarbonyl)morpholine). The yield is 58.9%. As a reaction SMILES: [NH:1]1[CH:5]=[C:4]([C:6]([OH:8])=O)[CH:3]=[N:2]1.Cl.CN(C)CCCN=C=NCC.O.ON1C2C=CC=CC=2N=N1.[NH:32]1[CH2:37][CH2:36][O:35][CH2:34][CH2:33]1>C(Cl)(Cl)Cl>[NH:1]1[CH:5]=[C:4]([C:6]([N:32]2[CH2:37][CH2:36][O:35][CH2:34][CH2:33]2)=[O:8])[CH:3]=[N:2]1 |f:1.2,3.4|. Reported procedure: A suspension of 1H-pyrazole-4-carboxylic acid (1.05 g), 1-{3-(dimethylamino)propyl}-3-ethylcarbodiimide hydrochloride (2.5 g), 1-hydroxybenzotriazole hydrate (1.6 g) and morpholine (1.2 g) in chloroform (18 mL) was stirred overnight at room temperature. The reaction mixture was concentrated under reduced pressure, and the resulting residue was purified by NH-type silica gel column chromatography (eluting solvent: chloroform:methanol=100:0 to 95:5) and silica gel column chromatography (eluting so... The reactants are CO, COC(=O)c1ccc(SC(Cn2ccnc2)c2cc(OC)c(OC)c(OC)c2)cc1, [Na+], [OH-]. Product: COc1cc(C(Cn2ccnc2)Sc2ccc(C(=O)O)cc2)cc(OC)c1OC. Reaction SMILES: [CH3:33][OH:34].[CH3:3][O:4][c:5]1[cH:6][c:7]([CH:15]([CH2:16][n:17]2[cH:18][n:19][cH:20][cH:21]2)[S:22][c:23]2[cH:24][cH:25][c:26]([C:27](=[O:28])[O:29][CH3:30])[cH:31][cH:32]2)[cH:8][c:9]([O:13][CH3:14])[c:10]1[O:11][CH3:12].[Na+:2].[OH-:1]>>[CH3:3][O:4][c:5]1[cH:6][c:7]([CH:15]([CH2:16][n:17]2[cH:18][n:19][cH:20][cH:21]2)[S:22][c:23]2[cH:24][cH:25][c:26]([C:27](=[O:28])[OH:29])[cH:31][cH:32]2)[cH:8][c:9]([O:13][CH3:14])[c:10]1[O:11][CH3:12].